This data is from the Open Reaction Database (ORD), a public repository of structured organic reaction records. The task is: describe an organic reaction: reactants, conditions, products, and yield Yields the product BrC=1C=CC(=NC1)OCCOC (5-Bromo-2-(2-methoxy-ethoxy)-pyridine). The reactants are [Na] (sodium), BrC1=NC=C(C=C1)Br (2,5-dibromo-pyridine), COCCO (2-methoxy-ethanol), C(O)([O-])=O.[Na+] (sodiumhydrogen carbonate). Reaction SMILES: [Na].Br[C:3]1[CH:8]=[CH:7][C:6]([Br:9])=[CH:5][N:4]=1.C(=O)([O-])O.[Na+].[CH3:15][O:16][CH2:17][CH2:18][OH:19]>>[Br:9][C:6]1[CH:7]=[CH:8][C:3]([O:19][CH2:18][CH2:17][O:16][CH3:15])=[N:4][CH:5]=1 |f:2.3,^1:0|. Conditions: temperature 90 celsius, time 2.5 hour. Procedure details: 1.1 g sodium and 2.5 g 2,5-dibromo-pyridine are added to 50 ml 2-methoxy-ethanol. The reaction mixture is heated to 90° C. and stirred for a further 2.5 hrs, then poured onto 75 ml of a saturated sodiumhydrogen carbonate solution and extracted three times with methylenchloride. The organic phases are combined, dried over sodium sulphate and concentrated and the residue is destilled. 2.2 g 5-Bromo-2-(2-methoxy-ethoxy)-pyridine are obtained., bp. 135° C./0.1 mbar MS (EI): 231 (M). The reactants are ClC=1C=CC(=C(CN2C3=C(NCC2)N=CC(=C3)C3=CC=C(C(=O)O)C=C3)C1)C(F)(F)F (4-{1-[5-chloro-2-(trifluoromethyl)benzyl]-1,2,3,4-tetrahydropyrido[2,3-b]pyrazin-7-yl}benzoic acid), C1(=CC=CC=C1)N1CNC(C12CCNCC2)=O (1-phenyl-1,3,8-triaza-spiro[4.5]decan-4-one). Yields the product ClC=1C=CC(=C(CN2C3=C(NCC2)N=CC(=C3)C3=CC=C(C(=O)N2CCC4(C(NCN4C4=CC=CC=C4)=O)CC2)C=C3)C1)C(F)(F)F (8-(4-{1-[5-Chloro-2-(trifluoromethyl)benzyl]-1,2,3,4-tetrahydropyrido[2,3-b]pyrazin-7-yl}benzoyl)-1-phenyl-1,3,8-triaza-spiro[4.5]decan-4-one). As a reaction SMILES: [Cl:1][C:2]1[CH:3]=[CH:4][C:5]([C:28]([F:31])([F:30])[F:29])=[C:6]([CH:27]=1)[CH2:7][N:8]1[CH2:13][CH2:12][NH:11][C:10]2[N:14]=[CH:15][C:16]([C:18]3[CH:26]=[CH:25][C:21]([C:22]([OH:24])=O)=[CH:20][CH:19]=3)=[CH:17][C:9]1=2.[C:32]1([N:38]2[C:42]3([CH2:47][CH2:46][NH:45][CH2:44][CH2:43]3)[C:41](=[O:48])[NH:40][CH2:39]2)[CH:37]=[CH:36][CH:35]=[CH:34][CH:33]=1>>[Cl:1][C:2]1[CH:3]=[CH:4][C:5]([C:28]([F:31])([F:30])[F:29])=[C:6]([CH:27]=1)[CH2:7][N:8]1[CH2:13][CH2:12][NH:11][C:10]2[N:14]=[CH:15][C:16]([C:18]3[CH:26]=[CH:25][C:21]([C:22]([N:45]4[CH2:44][CH2:43][C:42]5([N:38]([C:32]6[CH:37]=[CH:36][CH:35]=[CH:34][CH:33]=6)[CH2:39][NH:40][C:41]5=[O:48])[CH2:47][CH2:46]4)=[O:24])=[CH:20][CH:19]=3)=[CH:17][C:9]1=2. Procedure: 4-{1-[5-chloro-2-(trifluoromethyl)benzyl]-1,2,3,4-tetrahydropyrido[2,3-b]pyrazin-7-yl}benzoic acid was reacted with 1-phenyl-1,3,8-triaza-spiro[4.5]decan-4-one as in General Procedure 10 to give the title compound. LCMS: m/z=661.03 (M+H+); retention time=0.86 minutes.